Task: describe an organic reaction: reactants, conditions, products, and yield. Dataset: the Open Reaction Database (ORD), a public repository of structured organic reaction records Reactants: FC(C=1C=C(C=C(C1)C(F)(F)F)[C@@H](C)N(C(=O)N1[C@H](CC(CC1)=NS(=O)C(C)(C)C)C1=C(C=C(C=C1)F)C)C)(F)F ((2R)-N-{(1R)-1-[3,5-bis(trifluoromethyl)phenyl]ethyl}-4-{[(1,1-dimethylethyl)sulfinyl]imino}-2-(4-fluoro-2-methylphenyl)-N-methyl-1-piperidinecarboxamide), FC(C=1C=C(C=C(C1)C(F)(F)F)[C@@H](C)N(C(=O)N1[C@H](CC(CC1)=NS(=O)C(C)(C)C)C1=C(C=C(C=C1)F)C)C)(F)F ((2R)-N-{(1R)-1-[3,5-bis(trifluoromethyl)phenyl]ethyl}-4-{[(1,1-dimethylethyl)sulfinyl]imino}-2-(4-fluoro-2-methylphenyl)-N-methyl-1-piperidinecarboxamide), CCOC(=O)C (EtOAc), C(C=C)Br (allyl bromide). Reagents/catalysts: [Zn] (Zinc). Run in C1CCOC1 (THF), [Cl-].[Na+].O (Brine). Run at time 16 hour. The product is FC(C=1C=C(C=C(C1)C(F)(F)F)[C@@H](C)N(C(=O)N1[C@H](C[C@@](CC1)(CC=C)NS(=O)C(C)(C)C)C1=C(C=C(C=C1)F)C)C)(F)F ((2R,4S)-N-{(1R)-1-[3,5-bis(trifluoromethyl)phenyl]ethyl}-4-{[(1,1-dimethylethyl)sulfinyl]amino}-2-(4-fluoro-2-methylphenyl)-N-methyl-4-(2-propen-1-yl)-1-piperidinecarboxamide). RXN SMILES: [F:1][C:2]([F:41])([F:40])[C:3]1[CH:4]=[C:5]([C@H:13]([N:15]([CH3:39])[C:16]([N:18]2[CH2:23][CH2:22][C:21](=[N:24][S:25]([C:27]([CH3:30])([CH3:29])[CH3:28])=[O:26])[CH2:20][C@@H:19]2[C:31]2[CH:36]=[CH:35][C:34]([F:37])=[CH:33][C:32]=2[CH3:38])=[O:17])[CH3:14])[CH:6]=[C:7]([C:9]([F:12])([F:11])[F:10])[CH:8]=1.[CH2:42](Br)[CH:43]=[CH2:44].CCOC(C)=O>C1COCC1.[Cl-].[Na+].O.[Zn]>[F:41][C:2]([F:1])([F:40])[C:3]1[CH:4]=[C:5]([C@H:13]([N:15]([CH3:39])[C:16]([N:18]2[CH2:23][CH2:22][C@@:21]([NH:24][S:25]([C:27]([CH3:30])([CH3:29])[CH3:28])=[O:26])([CH2:44][CH:43]=[CH2:42])[CH2:20][C@@H:19]2[C:31]2[CH:36]=[CH:35][C:34]([F:37])=[CH:33][C:32]=2[CH3:38])=[O:17])[CH3:14])[CH:6]=[C:7]([C:9]([F:10])([F:11])[F:12])[CH:8]=1 |f:4.5.6|. Procedure: To a suspension of (2R)-N-{(1R)-1-[3,5-bis(trifluoromethyl)phenyl]ethyl}-4-{[(1,1-dimethylethyl)sulfinyl]imino}-2-(4-fluoro-2-methylphenyl)-N-methyl-1-piperidinecarboxamide (Intermediate 1, 50 mg, 0.082 mmol) and Zinc powder (16.14 mg, 0.247 mmol, Aldrich) in THF (1.5 mL) was added at 25° C. allyl bromide (0.021 mL, 0.247 mmol, Aldrich) and the reaction mixture was stirred at this temperature for 16 hrs. Brine and EtOAc were added and the resulting mixture was filtrated over Celite® and the two ... Reactants: ClC(Cl)Cl, C#CCOc1c(F)cc(C=O)cc1F, [Na+], [Na+], O=C(OO)c1cccc(Cl)c1, O=S([O-])[O-]. Yields the product C#CCOc1c(F)cc(C(=O)O)cc1F. Reaction SMILES: [CH:32]([Cl:33])([Cl:34])[Cl:35].[F:1][c:2]1[cH:3][c:4]([CH:5]=[O:6])[cH:7][c:8]([F:14])[c:9]1[O:10][CH2:11][C:12]#[CH:13].[Na+:30].[Na+:31].[OH:15][O:16][C:17]([c:18]1[cH:19][c:20]([Cl:21])[cH:22][cH:23][cH:24]1)=[O:25].[S:26]([O-:27])([O-:28])=[O:29]>>[F:1][c:2]1[cH:3][c:4]([C:5](=[O:6])[OH:15])[cH:7][c:8]([F:14])[c:9]1[O:10][CH2:11][C:12]#[CH:13].